From a dataset of the Open Reaction Database (ORD), a public repository of structured organic reaction records. describe an organic reaction: reactants, conditions, products, and yield Reactants: CCc1n[nH]c2cc(Br)ccc12, BrC1CCCC1, [H-], [Na+], CN(C)C=O, O. Product: CCc1nn(C2CCCC2)c2cc(Br)ccc12. Reaction SMILES: [Br:3][c:4]1[cH:5][cH:6][c:7]2[c:8]([CH2:13][CH3:14])[n:9][nH:10][c:11]2[cH:12]1.[CH:15]1([Br:20])[CH2:16][CH2:17][CH2:18][CH2:19]1.[H-:1].[Na+:2].[O:22]=[CH:23][N:24]([CH3:25])[CH3:26].[OH2:21]>>[Br:3][c:4]1[cH:5][cH:6][c:7]2[c:8]([CH2:13][CH3:14])[n:9][n:10]([CH:15]3[CH2:16][CH2:17][CH2:18][CH2:19]3)[c:11]2[cH:12]1. Starting materials: COC(C=1C(C(=O)OC)=C(C=CC1)N)=O (3-amino-phthalic acid dimethyl ester), O1C(=CC=C1)C=O (2-furaldehyde), C(C)(=O)O (acetic acid), C(C)(=O)O[BH-](OC(C)=O)OC(C)=O.[Na+] (sodium triacetoxyborohydride). The solvent is C(Cl)Cl (methylene chloride). Run at time 5 minute. Product: COC(C=1C(C(=O)OC)=C(C=CC1)NCC=1OC=CC1)=O (3-[(Furan-2-ylmethyl)-amino]-phthalic acid dimethyl ester). Isolated yield 109.2%. Reaction SMILES: [CH3:1][O:2][C:3](=[O:15])[C:4]1[C:5](=[C:10]([NH2:14])[CH:11]=[CH:12][CH:13]=1)[C:6]([O:8][CH3:9])=[O:7].[O:16]1[CH:20]=[CH:19][CH:18]=[C:17]1[CH:21]=O.C(O)(=O)C.C(O[BH-](OC(=O)C)OC(=O)C)(=O)C.[Na+]>C(Cl)Cl>[CH3:1][O:2][C:3](=[O:15])[C:4]1[C:5](=[C:10]([NH:14][CH2:21][C:17]2[O:16][CH:20]=[CH:19][CH:18]=2)[CH:11]=[CH:12][CH:13]=1)[C:6]([O:8][CH3:9])=[O:7] |f:3.4|. Procedure details: To a stired solution of 3-amino-phthalic acid dimethyl ester (8.23 g, 39.32 mmol) in methylene chloride (200 ml) under a nitrogen atmosphere, 2-furaldehyde (8.14 ml, 98.30 mmol) and acetic acid (13.57 ml, 235.92 mmol) were added. The mixture was stirred for 5 minutes, followed by addition of sodium triacetoxyborohydride (25 g, 117.96 mmol). The reaction was sitirred overnight, washed with water (2×200 ml), saturated aqueous sodium bicarbonate (2×200 ml), and brine (200 ml), and dried over MgSO4....